From a dataset of the Open Reaction Database (ORD), a public repository of structured organic reaction records. describe an organic reaction: reactants, conditions, products, and yield The reactants are Cl (HCl), C(#N)C1=CC(=C(C=C1)C=1C=NN(C1OC)C1=NC=C(C(=O)OC)C=C1)F (methyl 6-(4-(4-cyano-2-fluorophenyl)-5-methoxy-1H-pyrazol-1-yl)nicotinate), [Cl-].[Li+] (lithium chloride), [OH-].[Li+] (lithium hydroxide). The solvent is CN1C(CCC1)=O (N-methyl-2-pyrrolidinone). Conditions: temperature 60 celsius, time 4 hour. Product: C(#N)C1=CC(=C(C=C1)C=1C=NN(C1O)C1=NC=C(C(=O)O)C=C1)F (6-(4-(4-cyano-2-fluorophenyl)-5-hydroxy-1H-pyrazol-1-yl)nicotinic acid). As a reaction SMILES: [C:1]([C:3]1[CH:8]=[CH:7][C:6]([C:9]2[CH:10]=[N:11][N:12]([C:16]3[CH:25]=[CH:24][C:19]([C:20]([O:22]C)=[O:21])=[CH:18][N:17]=3)[C:13]=2[O:14]C)=[C:5]([F:26])[CH:4]=1)#[N:2].[Cl-].[Li+].[OH-].[Li+].Cl>CN1CCCC1=O>[C:1]([C:3]1[CH:8]=[CH:7][C:6]([C:9]2[CH:10]=[N:11][N:12]([C:16]3[CH:25]=[CH:24][C:19]([C:20]([OH:22])=[O:21])=[CH:18][N:17]=3)[C:13]=2[OH:14])=[C:5]([F:26])[CH:4]=1)#[N:2] |f:1.2,3.4|. Procedure: Combined the product of the preparation above, methyl 6-(4-(4-cyano-2-fluorophenyl)-5-methoxy-1H-pyrazol-1-yl)nicotinate (300 mg, 0.638 mmol) and lithium chloride (135 mg, 3.19 mmol) in anhydrous N-methyl-2-pyrrolidinone (5 mL) and heated at 60° C. for 16 h. Then 1.0 M aqueous lithium hydroxide (3 mL, 3.00 mmol) was added and stirred at 20° C. for 4 h. The reaction mixture was then acidified with 1 N aqueous HCl (5 mL) to form a yellow precipitate. The precipitate was collected by filtration, ri... Reactants: [BH4-], CO, CNC(=O)C(=O)c1ccccc1C, [Na+]. The product is CNC(=O)C(O)c1ccccc1C. As a reaction SMILES: [BH4-:14].[CH3:16][OH:17].[CH3:1][c:2]1[c:3]([C:8]([C:9](=[O:10])[NH:11][CH3:12])=[O:13])[cH:4][cH:5][cH:6][cH:7]1.[Na+:15]>>[CH3:1][c:2]1[c:3]([CH:8]([C:9](=[O:10])[NH:11][CH3:12])[OH:13])[cH:4][cH:5][cH:6][cH:7]1. Reactants: O1[C@H](C(=O)OCCCC)C1 (n-butyl(S)-(−)-2,3-epoxypropionate), [Cl-].[NH4+] (ammonium chloride), C[Mg]Br (methylmagnesium bromide), resultant mixture. The reagents and catalysts are [Cu]I (copper(I) iodide). Run in C(C)OCC (diethyl ether), O1CCCC1 (tetrahydrofuran), C(C)OCC (diethyl ether). Product: O[C@H](C(=O)OCCCC)CC (n-butyl(S)-2-hydroxybutyrate). Yield: 99.0%. RXN SMILES: [CH3:1][Mg]Br.[O:4]1[CH2:13][C@H:5]1[C:6]([O:8][CH2:9][CH2:10][CH2:11][CH3:12])=[O:7].[Cl-].[NH4+]>C(OCC)C.O1CCCC1.[Cu]I>[OH:4][C@@H:5]([CH2:13][CH3:1])[C:6]([O:8][CH2:9][CH2:10][CH2:11][CH3:12])=[O:7] |f:2.3|. Reported procedure: Under argon, copper(I) iodide (594 mg) was suspended in anhydrous diethyl ether (20.0 mL). A solution of methylmagnesium bromide in anhydrous tetrahydrofuran (60.2 mL, M) was added dropwise to the suspension at −15° C. or lower, and the mixture was allowed to react at the same temperature for 20 minutes. After completion of reaction, a solution (8.0 mL) of n-butyl(S)-(−)-2,3-epoxypropionate (3.0 g, 97.3% ee) (product of Osaka Organic Chemical Industry Co., Ltd.) in anhydrous diethyl ether was ad... The reactants are [O-][Cl+][O-], NS(=O)(=O)O, [Na+], [Na+], [Na+], [Na+], C1CCOC1, OCC1OC(Cc2cc(O)cc(O)c2-c2ccccc2)OC1CO, O=C([O-])O, O=S([O-])([O-])=S. Product: OCC1OC(Cc2c(Cl)c(O)cc(O)c2-c2ccccc2)OC1CO. RXN SMILES: [Cl+:25]([O-:26])[O-:27].[NH2:29][S:30](=[O:31])(=[O:32])[OH:33].[Na+:28].[Na+:34].[Na+:44].[Na+:45].[O:46]1[CH2:47][CH2:48][CH2:49][CH2:50]1.[OH:1][CH2:2][CH:3]1[O:4][CH:5]([CH2:10][c:11]2[c:12](-[c:19]3[cH:20][cH:21][cH:22][cH:23][cH:24]3)[c:13]([OH:18])[cH:14][c:15]([OH:17])[cH:16]2)[O:6][CH:7]1[CH2:8][OH:9].[OH:35][C:36](=[O:37])[O-:38].[S:39]([O-:40])([O-:41])(=[O:42])=[S:43]>>[OH:1][CH2:2][CH:3]1[O:4][CH:5]([CH2:10][c:11]2[c:12](-[c:19]3[cH:20][cH:21][cH:22][cH:23][cH:24]3)[c:13]([OH:18])[cH:14][c:15]([OH:17])[c:16]2[Cl:25])[O:6][CH:7]1[CH2:8][OH:9]. The reactants are BrCc1ccccc1, C[Si](C)(C)[N-][Si](C)(C)C, [Na+], CN(C)C=O, O=C1OCCC1N=C(c1ccccc1)c1ccccc1. Product: O=C1OCCC1(Cc1ccccc1)N=C(c1ccccc1)c1ccccc1. RXN SMILES: [Br:31][CH2:32][c:33]1[cH:34][cH:35][cH:36][cH:37][cH:38]1.[CH3:22][Si:23]([N-:24][Si:25]([CH3:26])([CH3:27])[CH3:28])([CH3:29])[CH3:30].[Na+:21].[O:39]=[CH:40][N:41]([CH3:42])[CH3:43].[c:1]1([C:7]([c:8]2[cH:9][cH:10][cH:11][cH:12][cH:13]2)=[N:14][CH:15]2[C:16](=[O:20])[O:17][CH2:18][CH2:19]2)[cH:2][cH:3][cH:4][cH:5][cH:6]1>>[c:1]1([C:7]([c:8]2[cH:9][cH:10][cH:11][cH:12][cH:13]2)=[N:14][C:15]2([CH2:32][c:33]3[cH:34][cH:35][cH:36][cH:37][cH:38]3)[C:16](=[O:20])[O:17][CH2:18][CH2:19]2)[cH:2][cH:3][cH:4][cH:5][cH:6]1. The reactants are C(=O)([O-])[O-].[K+].[K+] (K2CO3), C(C)OC([C@@H](NC(C1=CC=CC=C1)=O)CC1=CC=C(C=C1)O)=O (N-Benzoyl-L-tyrosine ethyl ester), C(=O)([O-])[O-].[K+].[K+] (K2CO3), CI (methyl iodide), O (Water). The solvent is CN(C)C=O (DMF). Reaction conditions: time 3.5 hour. The product is C(C)OC([C@H](CC1=CC=C(C=C1)OC)NC(C1=CC=CC=C1)=O)=O ((S)-Ethyl-2-benzoylamino-3-(4-methoxyphenyl)propionate). Reaction SMILES: [CH2:1]([O:3][C:4](=[O:23])[C@H:5]([CH2:15][C:16]1[CH:21]=[CH:20][C:19]([OH:22])=[CH:18][CH:17]=1)[NH:6][C:7](=[O:14])[C:8]1[CH:13]=[CH:12][CH:11]=[CH:10][CH:9]=1)[CH3:2].[C:24]([O-])([O-])=O.[K+].[K+].CI.O>CN(C=O)C>[CH2:1]([O:3][C:4](=[O:23])[C@@H:5]([NH:6][C:7](=[O:14])[C:8]1[CH:13]=[CH:12][CH:11]=[CH:10][CH:9]=1)[CH2:15][C:16]1[CH:21]=[CH:20][C:19]([O:22][CH3:24])=[CH:18][CH:17]=1)[CH3:2] |f:1.2.3|. Procedure: N-Benzoyl-L-tyrosine ethyl ester (0.054 g, 0.17 mmol) was dissolved in DMF (1 mL). K2CO3 (1 eq, 0.17 mmol, 0.024g) was added, followed by methyl iodide (1 eq, 0.17 mmol, 0.011 mL). The slightly cloudy mixture was allowed to stir at room temperature under nitrogen for 3.5 hours. An additional 2 eq K2CO3 was added and the mixture was allowed to stir overnight. Water was poured into the flask, causing cloudiness. Precipitation was completed via refrigeration. The resulting white solid was filtered,...